Dataset: the Open Reaction Database (ORD), a public repository of structured organic reaction records. Task: describe an organic reaction: reactants, conditions, products, and yield The reactants are C1CCOC1 (THF), ClC=1C=C([C@H](C(=O)O)O)C=CC1 ((R)-3-chloromandelic acid), diborane THF. Run in CO (methanol). Reaction conditions: time 12 hour. The product is ClC=1C=C(C=CC1)[C@H](CO)O ((R)-2-(3-chlorophenyl)-2-hydroxyethanol). RXN SMILES: C1COCC1.[Cl:6][C:7]1[CH:8]=[C:9]([CH:15]=[CH:16][CH:17]=1)[C@@H:10]([OH:14])[C:11](O)=[O:12].[H]1[BH2][H][BH2]1.C1COCC1>CO>[Cl:6][C:7]1[CH:8]=[C:9]([C@@H:10]([OH:14])[CH2:11][OH:12])[CH:15]=[CH:16][CH:17]=1 |f:2.3|. Procedure: Into THF (70 ml) were added (R)-3-chloromandelic acid (10 g) and further, under ice-cooling and dropwise, a 1M-diborane THF solution (81.5 ml) over 2 hours, and then stirring was continued at 25° C. for 12 hours. The reaction mixture was cooled, methanol (20 ml) was added thereto over 30 minutes and then stirring was further continued for 3 hours. The resulting reaction mixture was concentrated and then the residue was recrystallized from diethyl ether to obtain a colorless oily compound mention... The reactants are [Br-], CCOC(=O)c1c(C=O)c2ccccc2n1Cc1cccc(C(F)(F)F)c1, [H-], [Na+], C1CCOC1, c1ccc([P+](c2ccccc2)(c2ccccc2)C2CC2)cc1. Yields the product CCOC(=O)c1c(C=C2CC2)c2ccccc2n1Cc1cccc(C(F)(F)F)c1. RXN SMILES: [Br-:3].[CH:26](=[O:27])[c:28]1[c:29]([C:48](=[O:49])[O:50][CH2:51][CH3:52])[n:30]([CH2:37][c:38]2[cH:39][c:40]([C:44]([F:45])([F:46])[F:47])[cH:41][cH:42][cH:43]2)[c:31]2[cH:32][cH:33][cH:34][cH:35][c:36]12.[H-:1].[Na+:2].[O:53]1[CH2:54][CH2:55][CH2:56][CH2:57]1.[c:4]1([P+:5]([c:6]2[cH:7][cH:8][cH:9][cH:10][cH:14]2)([CH:11]2[CH2:12][CH2:13]2)[c:15]2[cH:16][cH:17][cH:18][cH:19][cH:20]2)[cH:21][cH:22][cH:23][cH:24][cH:25]1>>[C:11]1(=[CH:26][c:28]2[c:29]([C:48](=[O:49])[O:50][CH2:51][CH3:52])[n:30]([CH2:37][c:38]3[cH:39][c:40]([C:44]([F:45])([F:46])[F:47])[cH:41][cH:42][cH:43]3)[c:31]3[cH:32][cH:33][cH:34][cH:35][c:36]23)[CH2:12][CH2:13]1. The reactants are BrC1=CC(=CC(=C1)OC)OC (1-Bromo-3,5-dimethoxybenzene), [Mg] (magnesium), ClP(C1=CC=CC=C1)C1=CC=CC=C1 (Chlorodiphenylphosphine), OO (H2O2). Reagents/catalysts: II (I2). Run in C1CCOC1 (THF), C1CCOC1 (THF), C1CCOC1 (THF), O (water). Run at time 1 hour. Yields the product COC=1C=C(C=C(C1)OC)P(C1=CC=CC=C1)(C1=CC=CC=C1)=O ((3,5-dimethoxyphenyl)diphenylphosphine oxide). The yield is 97.5%. Reaction SMILES: Br[C:2]1[CH:7]=[C:6]([O:8][CH3:9])[CH:5]=[C:4]([O:10][CH3:11])[CH:3]=1.[Mg].Cl[P:14]([C:21]1[CH:26]=[CH:25][CH:24]=[CH:23][CH:22]=1)[C:15]1[CH:20]=[CH:19][CH:18]=[CH:17][CH:16]=1.[OH:27]O>C1COCC1.II.O>[CH3:11][O:10][C:4]1[CH:3]=[C:2]([P:14](=[O:27])([C:21]2[CH:26]=[CH:25][CH:24]=[CH:23][CH:22]=2)[C:15]2[CH:20]=[CH:19][CH:18]=[CH:17][CH:16]=2)[CH:7]=[C:6]([O:8][CH3:9])[CH:5]=1. Reported procedure: 1-Bromo-3,5-dimethoxybenzene (10 g, 46.1 mmol) in THF (60 ml) was added to a Schlenk flask (250 ml) with magnesium (1.2 g, 49.9 mmol), I2 (10 mg) and THF (40 ml). The mixture was reflux for 2 h. It was cooled to RT. The resulting light brown solution was transferred to another flask (250 ml) and it was cooled to −78° C. Chlorodiphenylphosphine (11 g, 49.9 mmol) in THF (30 ml) was added at −78° C. The mixture was stirred at −78° C. for 1 h, then it was slowly warmed up to RT and stirred at RT for... The reactants are NC=1SC(=CC1C(=O)N)C1=C(C=C(C=C1)C(C)(C)O)F (2-amino-5-[2-fluoro-4-(1-hydroxy-1-methylethyl)phenyl]thiophene-3-carboxamide), BrC1=NC(=CC=C1)S(=O)(=O)C (2-bromo-6-(methylsulfonyl)pyridine). Product: FC1=C(C=CC(=C1)C(C)(C)O)C1=CC(=C(S1)NC1=NC(=CC=C1)S(=O)(=O)C)C(=O)N (5-[2-Fluoro-4-(1-hydroxy-1-methylethyl)phenyl]-2-{[6-(methylsulfonyl)pyridin-2-yl]amino}thiophene-3-carboxamide). As a reaction SMILES: [NH2:1][C:2]1[S:3][C:4]([C:10]2[CH:15]=[CH:14][C:13]([C:16]([OH:19])([CH3:18])[CH3:17])=[CH:12][C:11]=2[F:20])=[CH:5][C:6]=1[C:7]([NH2:9])=[O:8].Br[C:22]1[CH:27]=[CH:26][CH:25]=[C:24]([S:28]([CH3:31])(=[O:30])=[O:29])[N:23]=1>>[F:20][C:11]1[CH:12]=[C:13]([C:16]([OH:19])([CH3:17])[CH3:18])[CH:14]=[CH:15][C:10]=1[C:4]1[S:3][C:2]([NH:1][C:22]2[CH:27]=[CH:26][CH:25]=[C:24]([S:28]([CH3:31])(=[O:30])=[O:29])[N:23]=2)=[C:6]([C:7]([NH2:9])=[O:8])[CH:5]=1. Procedure: The title compound was prepared using the procedure described in Example 1 using 2-amino-5-[2-fluoro-4-(1-hydroxy-1-methylethyl)phenyl]thiophene-3-carboxamide (0.13 g, 0.44 mmol) and 2-bromo-6-(methylsulfonyl)pyridine (0.10 g, 0.44 mmol) as the starting materials. Starting materials: CO, COc1nc(N)c2nc(Br)n(Cc3ccccc3)c2n1, [Na+], [OH-]. Yields the product COc1nc(N)c2nc(OC)n(Cc3ccccc3)c2n1. RXN SMILES: [CH3:23][OH:24].[NH2:1][c:2]1[c:3]2[n:4][c:5]([Br:20])[n:6]([CH2:13][c:14]3[cH:15][cH:16][cH:17][cH:18][cH:19]3)[c:7]2[n:8][c:9]([O:11][CH3:12])[n:10]1.[Na+:22].[OH-:21]>>[NH2:1][c:2]1[c:3]2[n:4][c:5]([O:21][CH3:23])[n:6]([CH2:13][c:14]3[cH:15][cH:16][cH:17][cH:18][cH:19]3)[c:7]2[n:8][c:9]([O:11][CH3:12])[n:10]1.